Dataset: the Open Reaction Database (ORD), a public repository of structured organic reaction records. Task: describe an organic reaction: reactants, conditions, products, and yield The reactants are BrC=1C=C(C(=NC1C)O)C (5-bromo-3,6-dimethylpyridin-2-ol), CC1=CC=C(C=C1)S(=O)(=O)OCCC(C)(C)O (3-hydroxy-3-methylbutyl 4-methylbenzenesulfonate). The product is BrC=1C=C(C(=NC1C)OCCC(C)(O)C)C (4-(5-bromo-3,6-dimethylpyridin-2-yl)oxy-2-methylbutan-2-ol). The yield is 75.8%. Reaction SMILES: [Br:1][C:2]1[CH:3]=[C:4]([CH3:10])[C:5]([OH:9])=[N:6][C:7]=1[CH3:8].CC1C=CC(S(O[CH2:22][CH2:23][C:24]([OH:27])([CH3:26])[CH3:25])(=O)=O)=CC=1>>[Br:1][C:2]1[CH:3]=[C:4]([CH3:10])[C:5]([O:9][CH2:22][CH2:23][C:24]([CH3:26])([OH:27])[CH3:25])=[N:6][C:7]=1[CH3:8]. Reported procedure: According to the method of (Example 36) <Step 1>, from 5-bromo-3,6-dimethylpyridin-2-ol (0.74 g) and 3-hydroxy-3-methylbutyl 4-methylbenzenesulfonate (1.0 g), the subject compound (0.80 g) was obtained as a white solid. Reactants: [OH-].[Li+] (lithium hydroxide), Cl (HCl), OB1OC(C2=C1C=C(C=C2C)O)CC(=O)OCC (ethyl 2-(1,6-dihydroxy-4-methyl-1,3-dihydrobenzo[c][1,2]oxaborol-3-yl)acetate), [H-].[Na+] (NaH), IC(C)C (2-iodopropane). The solvent is O (H2O), CN(C)C=O (DMF). Run at temperature 0 celsius, time 1 hour. Yields the product OB1OC(C2=C1C=C(C=C2C)OC(C)C)CC(=O)O (2-(1-hydroxy-6-isopropoxy-4-methyl-1,3-dihydrobenzo[c][1,2]oxaborol-3-yl)acetic acid). Yield: 32.2%. RXN SMILES: [OH:1][B:2]1[C:6]2[CH:7]=[C:8]([OH:12])[CH:9]=[C:10]([CH3:11])[C:5]=2[CH:4]([CH2:13][C:14]([O:16]CC)=[O:15])[O:3]1.[H-].[Na+].I[CH:22]([CH3:24])[CH3:23].[OH-].[Li+].Cl>CN(C=O)C.O>[OH:1][B:2]1[C:6]2[CH:7]=[C:8]([O:12][CH:22]([CH3:24])[CH3:23])[CH:9]=[C:10]([CH3:11])[C:5]=2[CH:4]([CH2:13][C:14]([OH:16])=[O:15])[O:3]1 |f:1.2,4.5|. Procedure details: To a solution of ethyl 2-(1,6-dihydroxy-4-methyl-1,3-dihydrobenzo[c][1,2]oxaborol-3-yl)acetate (500 mg, 2 mmol) in 5 mL DMF was added 60% NaH (400 mg, 10 mmol) at 0° C. The reaction mixture was stirred at 0° C. for 1 h, followed by addition of 2-iodopropane (374 mg, 2.2 mmol). The reaction mixture was stirred at 0° C. for 7 h and quenched by ice water. The resulting mixture was extracted with EtOAc (2×15 mL) and the combined organic layers were dried over anhydrous Na2SO4 and concentrated in vac... Reactants: C(C)OC(=O)C=1C=2C=CC(=NC2C=CC1)CP(=O)(OCC)OCC (Ethyl-2-[(diethoxyphosphoryl]methyl)quinoline-5-carboxylate), [H-].[Na+] (NaH), ClC=1C=C(C=2N(N1)C(=C(N2)C=O)C=2C=NC=CC2)N2CCOCC2 (6-Chloro-8-morpholino-3-(pyridin-3-yl)imidazo[1,2-b]pyridazine-2-carbaldehyde). The solvent is CN(C)C=O (DMF), CN(C)C=O (DMF). Reaction conditions: time 10 minute. Yields the product ClC=1C=C(C=2N(N1)C(=C(N2)/C=C/C2=NC=1C=CC=C(C1C=C2)C(=O)O)C=2C=NC=CC2)N2CCOCC2 ((E)-2-(2-(6-Chloro-8-morpholino-3-(pyridin-3-yl)imidazo[1,2-b]pyridazin-2-yl)vinyl)quinoline-5-carboxylic acid). Yield: 80.2%. As a reaction SMILES: C([O:3][C:4]([C:6]1[C:7]2[CH:8]=[CH:9][C:10]([CH2:16]P(OCC)(OCC)=O)=[N:11][C:12]=2[CH:13]=[CH:14][CH:15]=1)=[O:5])C.[H-].[Na+].[Cl:27][C:28]1[CH:29]=[C:30]([N:45]2[CH2:50][CH2:49][O:48][CH2:47][CH2:46]2)[C:31]2[N:32]([C:34]([C:39]3[CH:40]=[N:41][CH:42]=[CH:43][CH:44]=3)=[C:35]([CH:37]=O)[N:36]=2)[N:33]=1>CN(C=O)C>[Cl:27][C:28]1[CH:29]=[C:30]([N:45]2[CH2:50][CH2:49][O:48][CH2:47][CH2:46]2)[C:31]2[N:32]([C:34]([C:39]3[CH:40]=[N:41][CH:42]=[CH:43][CH:44]=3)=[C:35](/[CH:37]=[CH:16]/[C:10]3[CH:9]=[CH:8][C:7]4[C:6]([C:4]([OH:3])=[O:5])=[CH:15][CH:14]=[CH:13][C:12]=4[N:11]=3)[N:36]=2)[N:33]=1 |f:1.2|. Procedure details: To a solution of compound 73d (90 mg, 0.26 mmol) in DMF (3 mL) was added NaH (29 mg, 0.72 mmol) in one portion. Compound 73f (88 mg, 0.26 mmol) was then added as a slurry in DMF (1 mL). The reaction mixture was stirred for 10 min, quenched with water (1 mL) and acidified to pH 5 with 10% citric acid. The solid formed was collected by filtration, washed with water (2 mL), diethyl ether (5 mL), and dried under reduced pressure to afford compound 73g (107 mg). Mass spectrum (LCMS, ESI pos.) Calcd. ... Yields the product CC(Nc1nc(Nc2cnccn2)cc(-c2cc[nH]c2)n1)c1ccc(F)cc1. Reaction SMILES: [CH2:45]([N+:46]([CH2:47][CH2:48][CH2:49][CH3:50])([CH2:51][CH2:52][CH2:53][CH3:54])[CH2:55][CH2:56][CH2:57][CH3:58])[CH2:59][CH2:60][CH3:61].[F-:44].[F:1][c:2]1[cH:3][cH:4][c:5]([CH:8]([CH3:9])[NH:10][c:11]2[n:12][c:13](-[c:24]3[cH:25][n:26]([Si:29]([CH:30]([CH3:31])[CH3:32])([CH:33]([CH3:34])[CH3:35])[CH:36]([CH3:37])[CH3:38])[cH:27][cH:28]3)[cH:14][c:15]([NH:17][c:18]3[n:19][cH:20][cH:21][n:22][cH:23]3)[n:16]2)[cH:6][cH:7]1.[O:39]1[CH2:40][CH2:41][CH2:42][CH2:43]1.[O:63]1[CH2:64][CH2:65][CH2:66][CH2:67]1.[OH2:62]>>[F:1][c:2]1[cH:3][cH:4][c:5]([CH:8]([CH3:9])[NH:10][c:11]2[n:12][c:13](-[c:24]3[cH:25][nH:26][cH:27][cH:28]3)[cH:14][c:15]([NH:17][c:18]3[n:19][cH:20][cH:21][n:22][cH:23]3)[n:16]2)[cH:6][cH:7]1. Starting materials: CCCC[N+](CCCC)(CCCC)CCCC, [F-], CC(Nc1nc(Nc2cnccn2)cc(-c2ccn([Si](C(C)C)(C(C)C)C(C)C)c2)n1)c1ccc(F)cc1, C1CCOC1, C1CCOC1, O.